Dataset: the Open Reaction Database (ORD), a public repository of structured organic reaction records. Task: describe an organic reaction: reactants, conditions, products, and yield Reactants: S1C(=CC=C1)CC(=O)O (thiophen-2-yl-acetic acid), C1=CC2=C(N=C1)N(N=N2)O (HOAT), CCN(C(C)C)C(C)C (DIPEA), CCN(C(C)C)C(C)C (DIPEA), COC(C1=CC(=C(C=C1)NC1C(CCCC1)C)N)=O (3-Amino-4-(2-methyl-cyclohexylamino)-benzoic acid methyl ester). The solvent is CN(C)C=O (DMF), C(CCl)Cl (EDC), O (water). Reaction conditions: time 48 hour. Yields the product COC(C1=CC(=C(C=C1)NC1C(CCCC1)C)NC(CC=1SC=CC1)=O)=O (4-(2-Methyl-cyclohexylamino)-3-(2-thiophen-2-yl-acetylamino)-benzoic acid methyl ester). The yield is 99.7%. RXN SMILES: [S:1]1[CH:5]=[CH:4][CH:3]=[C:2]1[CH2:6][C:7]([OH:9])=O.C1C=NC2N(O)N=NC=2C=1.CCN(C(C)C)C(C)C.[CH3:29][O:30][C:31](=[O:47])[C:32]1[CH:37]=[CH:36][C:35]([NH:38][CH:39]2[CH2:44][CH2:43][CH2:42][CH2:41][CH:40]2[CH3:45])=[C:34]([NH2:46])[CH:33]=1>CN(C=O)C.O.C(Cl)CCl>[CH3:29][O:30][C:31](=[O:47])[C:32]1[CH:37]=[CH:36][C:35]([NH:38][CH:39]2[CH2:44][CH2:43][CH2:42][CH2:41][CH:40]2[CH3:45])=[C:34]([NH:46][C:7](=[O:9])[CH2:6][C:2]2[S:1][CH:5]=[CH:4][CH:3]=2)[CH:33]=1. Procedure: To a solution of 4.34 g of thiophen-2-yl-acetic acid in 40 ml of dry DMF 2.08 g of HOAT, 8.77 g of EDC and 13 ml of DIPEA were added at 0° C. After 30 min 8.00 g of 3-Amino-4-(2-methyl-cyclohexylamino)-benzoic acid methyl ester were added, followed by the addition of 6 ml of DIPEA and the reaction was stirred at rt for 48 h. The reaction was then poured into water and extracted with ethyl acetate three times. The combined organic phases were washed with saturated aqueous sodium bicarbonate solut... Starting materials: OCCCO, COCCOC, [Na+], [Na+], O=C([O-])[O-], c1ccc(P(c2ccccc2)(c2ccccc2)[Pd](P(c2ccccc2)(c2ccccc2)c2ccccc2)(P(c2ccccc2)(c2ccccc2)c2ccccc2)P(c2ccccc2)(c2ccccc2)c2ccccc2)cc1, COc1ccc(Br)cc1-c1nc(-c2ccccn2)no1, OB(O)c1cccnc1. Yields the product COc1ccc(-c2cccnc2)cc1-c1nc(-c2ccccn2)no1. As a reaction SMILES: [CH2:21]([OH:22])[CH2:23][CH2:24][OH:25].[CH3:118][O:119][CH2:120][CH2:121][O:122][CH3:123].[Na+:35].[Na+:36].[O-:37][C:38](=[O:39])[O-:40].[cH:41]1[cH:42][cH:43][c:44]([P:45]([Pd:46]([P:47]([c:48]2[cH:49][cH:50][cH:51][cH:52][cH:53]2)([c:54]2[cH:55][cH:56][cH:57][cH:58][cH:59]2)[c:60]2[cH:61][cH:62][cH:63][cH:64][cH:65]2)([P:66]([c:67]2[cH:68][cH:69][cH:70][cH:71][cH:72]2)([c:73]2[cH:74][cH:75][cH:76][cH:77][cH:78]2)[c:79]2[cH:80][cH:81][cH:82][cH:83][cH:84]2)[P:85]([c:86]2[cH:87][cH:88][cH:89][cH:90][cH:91]2)([c:92]2[cH:93][cH:94][cH:95][cH:96][cH:97]2)[c:98]2[cH:99][cH:100][cH:101][cH:102][cH:103]2)([c:104]2[cH:105][cH:106][cH:107][cH:108][cH:109]2)[c:110]2[cH:111][cH:112][cH:113][cH:114][cH:115]2)[cH:116][cH:117]1.[n:1]1[c:2](-[c:7]2[n:8][o:9][c:10](-[c:12]3[c:13]([O:19][CH3:20])[cH:14][cH:15][c:16]([Br:18])[cH:17]3)[n:11]2)[cH:3][cH:4][cH:5][cH:6]1.[n:26]1[cH:27][c:28]([B:32]([OH:33])[OH:34])[cH:29][cH:30][cH:31]1>>[n:1]1[c:2](-[c:7]2[n:8][o:9][c:10](-[c:12]3[c:13]([O:19][CH3:20])[cH:14][cH:15][c:16](-[c:28]4[cH:27][n:26][cH:31][cH:30][cH:29]4)[cH:17]3)[n:11]2)[cH:3][cH:4][cH:5][cH:6]1. Starting materials: C(CCC)[Li] (n-butyllithium), CCCCCC (Hexane), [Cl-].CC1=C(C(CCC1)(C)C)C[P+](C1=CC=CC=C1)(C1=CC=CC=C1)C1=CC=CC=C1 (((2,6,6-trimethyl-1-cyclohexen-1-yl)methyl)triphenylphosphonium chloride), BrC1=C(CCCC1)C=O (2-bromocyclohexene-1-carboxaldehyde). The solvent is O1CCCC1 (tetrahydrofuran), O1CCCC1 (tetrahydrofuran). Conditions: temperature -60 celsius, time 10 minute. The product is BrC1=C(CCCC1)\C=C\C1=C(CCCC1(C)C)C ((E)-1-bromo-2-(2-(2,6,6-trimethyl-1-cyclohexen-1-yl)ethenyl)-cyclohexene). Isolated yield 97.7%. As a reaction SMILES: [Cl-].[CH3:2][C:3]1[CH2:8][CH2:7][CH2:6][C:5]([CH3:10])([CH3:9])[C:4]=1[CH2:11][P+](C1C=CC=CC=1)(C1C=CC=CC=1)C1C=CC=CC=1.C([Li])CCC.[Br:36][C:37]1[CH2:42][CH2:41][CH2:40][CH2:39][C:38]=1[CH:43]=O.CCCCCC>O1CCCC1>[Br:36][C:37]1[CH2:42][CH2:41][CH2:40][CH2:39][C:38]=1/[CH:43]=[CH:11]/[C:4]1[C:5]([CH3:9])([CH3:10])[CH2:6][CH2:7][CH2:8][C:3]=1[CH3:2] |f:0.1|. Procedure: A suspension of ((2,6,6-trimethyl-1-cyclohexen-1-yl)methyl)triphenylphosphonium chloride (18 g) in tetrahydrofuran (300 ml) was cooled to -60° C., treated dropwise with n-butyllithium (1.4M in hexane; 32 ml), and then stirred a further 10 minutes. To this cold solution was added the 2-bromocyclohexene-1-carboxaldehyde (8.5 g,75% pure by HNMR analysis) dissolved in tetrahydrofuran, and the mixture was allowed to warm to room temperature after which it was stirred for a further 2 hours. Hexane was... Reactants: CCO, Cl, [Na+], [OH-], [Sn], CC(=O)N1CCN(C(=O)Nc2ccc(C=Cc3n[nH]c4ccccc34)c([N+](=O)[O-])c2)CC1. The product is CC(=O)N1CCN(C(=O)Nc2ccc(C=Cc3n[nH]c4ccccc34)c(N)c2)CC1. Reaction SMILES: [CH3:37][CH2:38][OH:39].[ClH:34].[Na+:36].[OH-:35].[Sn:33].[nH:1]1[n:2][c:3]([CH:10]=[CH:11][c:12]2[c:13]([N+:30]([O-:31])=[O:32])[cH:14][c:15]([NH:18][C:19](=[O:20])[N:21]3[CH2:22][CH2:23][N:24]([C:27]([CH3:28])=[O:29])[CH2:25][CH2:26]3)[cH:16][cH:17]2)[c:4]2[cH:5][cH:6][cH:7][cH:8][c:9]12>>[nH:1]1[n:2][c:3]([CH:10]=[CH:11][c:12]2[c:13]([NH2:30])[cH:14][c:15]([NH:18][C:19](=[O:20])[N:21]3[CH2:22][CH2:23][N:24]([C:27]([CH3:28])=[O:29])[CH2:25][CH2:26]3)[cH:16][cH:17]2)[c:4]2[cH:5][cH:6][cH:7][cH:8][c:9]12.